The task is: describe an organic reaction: reactants, conditions, products, and yield. This data is from the Open Reaction Database (ORD), a public repository of structured organic reaction records. Starting materials: C(C=C)NC(C1=C(C=C(C=C1)OC)[N+](=O)[O-])=O (N-allyl-4-methoxy-2-nitrobenzamide), C(C=C)N (allylamine), OC1=CC(=C(C(=O)O)C=C1)[N+](=O)[O-] (4-hydroxy-2-nitrobenzoic acid), CI (methyl iodide). The solvent is CO (methanol), O (water), C(C)O (ethanol). The product is C(C=C)N1NC2=CC(=CC=C2C1=O)OC (1,2-dihydro-2-allyl-6-methoxy-3H-indazol-3-one). Isolated yield 33.0%. Reaction SMILES: [CH2:1]([NH:4][C:5](=[O:17])[C:6]1[CH:11]=[CH:10][C:9]([O:12][CH3:13])=[CH:8][C:7]=1[N+:14]([O-])=O)[CH:2]=[CH2:3].OC1C=CC(C(O)=O)=C([N+]([O-])=O)C=1.CI.C(N)C=C>CO.O.C(O)C>[CH2:1]([N:4]1[C:5](=[O:17])[C:6]2[C:7](=[CH:8][C:9]([O:12][CH3:13])=[CH:10][CH:11]=2)[NH:14]1)[CH:2]=[CH2:3]. Reported procedure: Using a similar procedure to that described in Examples 2-16, but starting from N-allyl-4-methoxy-2-nitrobenzamide (itself prepared from 4-hydroxy-2-nitrobenzoic acid using the procedure described in the portion of Example 82 which is concerned with the preparation of starting material except that methyl iodide was used in place of butyl iodide and allylamine was used in place of benzylamine), using a mixture of ethanol and water (4/1 v/v) in place of aqueous methanol as the reaction solvent and... Starting materials: Cl (hydrochloric acid), C(CCC)OCCOC1=CC=C(C=C1)C=1C=CC2=C(C=C(CCCN2C=O)C(=O)OC)C1 (methyl 8-(4-(2-butoxyethoxy)phenyl)-1-formyl-1,2,3,4-tetrahydro-1-benzoazocine-5-carboxylate), O1CCCC1 (tetrahydrofuran), [OH-].[Na+] (sodium hydroxide). Run in O (water), CO (methanol). Run at temperature 90 celsius, time 19 hour. Product: C(CCC)OCCOC1=CC=C(C=C1)C=1C=CC2=C(C=C(CCCN2C=O)C(=O)O)C1 (8-(4-(2-butoxyethoxy)phenyl)-1-formyl-1,2,3,4-tetrahydro-1-benzoazocine-5-carboxylic acid). The yield is 50.7%. RXN SMILES: [CH2:1]([O:5][CH2:6][CH2:7][O:8][C:9]1[CH:14]=[CH:13][C:12]([C:15]2[CH:16]=[CH:17][C:18]3[N:25]([CH:26]=[O:27])[CH2:24][CH2:23][CH2:22][C:21]([C:28]([O:30]C)=[O:29])=[CH:20][C:19]=3[CH:32]=2)=[CH:11][CH:10]=1)[CH2:2][CH2:3][CH3:4].O1CCCC1.[OH-].[Na+].Cl>O.CO>[CH2:1]([O:5][CH2:6][CH2:7][O:8][C:9]1[CH:14]=[CH:13][C:12]([C:15]2[CH:16]=[CH:17][C:18]3[N:25]([CH:26]=[O:27])[CH2:24][CH2:23][CH2:22][C:21]([C:28]([OH:30])=[O:29])=[CH:20][C:19]=3[CH:32]=2)=[CH:11][CH:10]=1)[CH2:2][CH2:3][CH3:4] |f:2.3|. Reported procedure: To methyl 8-(4-(2-butoxyethoxy)phenyl)-1-formyl-1,2,3,4-tetrahydro-1-benzoazocine-5-carboxylate (4.5 g) were added tetrahydrofuran (66 ml) and methanol (66 ml), followed by adding aqueous 1N sodium hydroxide solution (22 ml). The mixture was stirred at 90° C. for 19 hours. After cooling to 0° C., water was added and the mixture was neutralized with 1N hydrochloric acid. After extracting with ethyl acetate, the organic layer was washed with saturated brine, and dried with magnesium sulfate. The s...